The task is: describe an organic reaction: reactants, conditions, products, and yield. This data is from the Open Reaction Database (ORD), a public repository of structured organic reaction records. Reactants: C1CCOC1, CC(C)C[AlH]CC(C)C, COC(=O)C1=CCC2(CC1)OCCO2. Product: OCC1=CCC2(CC1)OCCO2. RXN SMILES: [CH2:24]1[O:25][CH2:26][CH2:27][CH2:28]1.[CH3:15][CH:16]([CH2:17][AlH:18][CH2:19][CH:20]([CH3:21])[CH3:22])[CH3:23].[O:1]1[CH2:2][CH2:3][O:4][C:5]12[CH2:6][CH:7]=[C:8]([C:11](=[O:12])[O:13][CH3:14])[CH2:9][CH2:10]2>>[O:1]1[CH2:2][CH2:3][O:4][C:5]12[CH2:6][CH:7]=[C:8]([CH2:11][OH:12])[CH2:9][CH2:10]2. Product: CNC=1C=NC(=CC1C1=C(C=CC=C1)C)N1CCN(CC1)C (Methyl-[6-(4-methyl-piperazin-1-yl)-4-o-tolyl-pyridin-3-yl]-amine). The solvent is O1CCCC1 (tetrahydrofuran). Reagents/catalysts: FC(C(=O)O)(F)F (trifluoroacetic acid). As a reaction SMILES: [CH3:1][N:2]1[CH2:7][CH2:6][N:5]([C:8]2[N:13]=[CH:12][C:11]([NH2:14])=[C:10]([C:15]3[CH:20]=[CH:19][CH:18]=[CH:17][C:16]=3[CH3:21])[CH:9]=2)[CH2:4][CH2:3]1.[H-].[Al+3].[Li+].[H-].[H-].[H-].Cl.[OH-].[Na+].[CH:31](OC)(OC)OC>FC(F)(F)C(O)=O.O1CCCC1>[CH3:31][NH:14][C:11]1[CH:12]=[N:13][C:8]([N:5]2[CH2:4][CH2:3][N:2]([CH3:1])[CH2:7][CH2:6]2)=[CH:9][C:10]=1[C:15]1[CH:20]=[CH:19][CH:18]=[CH:17][C:16]=1[CH3:21] |f:1.2.3.4.5.6,8.9|. Starting materials: CN1CCN(CC1)C1=CC(=C(C=N1)N)C1=C(C=CC=C1)C (6-(4-methyl-piperazin-1-yl)-4-o-tolyl-pyridin-3-ylamine), C(OC)(OC)OC (trimethyl orthoformate), [H-].[Al+3].[Li+].[H-].[H-].[H-] (lithium aluminum hydride), [OH-].[Na+] (sodium hydroxide), Cl (hydrochloric acid). Isolated yield 64.0%. Procedure: A solution of 35 g (124 mmol) 6-(4-methyl-piperazin-1-yl)-4-o-tolyl-pyridin-3-ylamine in 270 ml trimethyl orthoformate and 8 drops trifluoroacetic acid was heated for 3 h at 130° C. The reaction mixture was evaporated and dried in vacuo for 30 min. The residual oil was dissolved in 100 ml tetrahydrofuran and was added dropwise under ice cooling to 9.4 g (248 mmol) lithium aluminum hydride in 300 ml tetrahydrofuran. The reaction mixture was stirred for lh at room temperature, cooled to 0° C. agai... Reactants: O=C([O-])[O-], Cc1cc(C(=O)NCc2ccc(C(=N)N)cc2)c(C)n1-c1ccc(F)cc1, COC(=O)Cl, Cl, [K+], [K+], C1CCOC1, O. Product: COC(=O)N=C(N)c1ccc(CNC(=O)c2cc(C)n(-c3ccc(F)cc3)c2C)cc1. As a reaction SMILES: [C:29](=[O:30])([O-:31])[O-:32].[C:2]([NH2:3])(=[NH:4])[c:5]1[cH:6][cH:7][c:8]([CH2:11][NH:12][C:13](=[O:14])[c:15]2[c:16]([CH3:28])[n:17](-[c:21]3[cH:22][cH:23][c:24]([F:27])[cH:25][cH:26]3)[c:18]([CH3:20])[cH:19]2)[cH:9][cH:10]1.[Cl:35][C:36](=[O:37])[O:38][CH3:39].[ClH:1].[K+:33].[K+:34].[O:41]1[CH2:42][CH2:43][CH2:44][CH2:45]1.[OH2:40]>>[C:2](=[N:3][C:36](=[O:37])[O:38][CH3:39])([NH2:4])[c:5]1[cH:6][cH:7][c:8]([CH2:11][NH:12][C:13](=[O:14])[c:15]2[c:16]([CH3:28])[n:17](-[c:21]3[cH:22][cH:23][c:24]([F:27])[cH:25][cH:26]3)[c:18]([CH3:20])[cH:19]2)[cH:9][cH:10]1. The reactants are C(=O)([O-])[O-].[K+].[K+] (K2CO3), CI (methyl iodide), C(C)(C)C1=CC(=C(C=C1)C(C)=O)O (4′-isopropyl-2′-hydroxyacetophenone). Solvent: CC(=O)C (acetone). Product: C(C)(C)C1=CC(=C(C=C1)C(C)=O)OC (4′-Isopropyl-2′-methoxyacetophenone). Reaction SMILES: [CH:1]([C:4]1[CH:9]=[CH:8][C:7]([C:10](=[O:12])[CH3:11])=[C:6]([OH:13])[CH:5]=1)([CH3:3])[CH3:2].[C:14]([O-])([O-])=O.[K+].[K+].CI>CC(C)=O>[CH:1]([C:4]1[CH:9]=[CH:8][C:7]([C:10](=[O:12])[CH3:11])=[C:6]([O:13][CH3:14])[CH:5]=1)([CH3:3])[CH3:2] |f:1.2.3|. Procedure: 4′-isopropyl-2′-hydroxyacetophenone (33.4 g, 187.4 mmol) is dissolved in acetone (233 ml). Following addition of K2CO3 (51.8 g, 374.8 mmol) and methyl iodide (23.33 ml, 374.8 mmol) the batch is heated at reflux for three days. The reaction mixture is cooled and filtered through a glass fibre filter and the residue is washed with cold acetone. The solvent is removed and the residue is chromatographed (silica gel, eluent: ethyl acetate/hexane). This isolates 31.85 g (88.4%) of the desired compound... Reaction SMILES: [NH2:1][N:2]1[NH:6][CH:5]=[C:4]([C:7]2[N:8]([CH3:15])[C:9]([N+:12]([O-:14])=[O:13])=[CH:10][N:11]=2)[S:3]1.C1C(=NNC2C=CC(/C=C/C3C=CC(NN=C4C=CC(=O)C=C4)=CC=3S([O-])(=O)=O)=C(S([O-])(=O)=O)C=2)C=CC(=O)C=1.[Na+].[Na+].[CH3:58][N:59]([CH3:62])[CH:60]=O>>[CH3:58][N:59]([CH:62]=[N:1][N:2]1[NH:6][CH:5]=[C:4]([C:7]2[N:8]([CH3:15])[C:9]([N+:12]([O-:14])=[O:13])=[CH:10][N:11]=2)[S:3]1)[CH3:60] |f:1.2.3|. The reactants are NN1SC(=CN1)C=1N(C(=CN1)[N+](=O)[O-])C (2-(2-amino-5-thiadiazolyl)-1-methyl-5-nitroimidazole), C1=CC(=O)C=CC1=NNC2=CC(=C(C=C2)/C=C/C3=C(C=C(C=C3)NN=C4C=CC(=O)C=C4)S(=O)(=O)[O-])S(=O)(=O)[O-].[Na+].[Na+] (brilliant yellow), CN(C=O)C (N,N-dimethylformamide). Procedure: Phosgene gas is bubbled into 100 ml. of N,N-dimethylformamide at 5°-10° C. until 2.0 g. (0.02 mole) is absorbed and a crystalline suspension is formed. This suspension is added in portions to a stirred mixture of 4.5 g. (0.02 mole) of 2-(2-amino-5-thiadiazolyl)-1-methyl-5-nitroimidazole and 100 ml. of N,N-dimethylformamide at 25° C. After 30 minutes the reaction mixture is diluted with 200 ml. of diethyl ether, and the pale yellow solid is collected, washed with ether, and dried. Treatment of th... Yields the product CN(C)C=NN1SC(=CN1)C=1N(C(=CN1)[N+](=O)[O-])C (2-{2-[(Dimethylaminomethylene)amino]-5-thiadiazolyl}-1-methyl-5-nitroimidazole).